Dataset: the Open Reaction Database (ORD), a public repository of structured organic reaction records. Task: describe an organic reaction: reactants, conditions, products, and yield Reactants: BrC=1SC=C(N1)CSCCNC(=O)OC(C)(C)C (2-bromo-4-[(2-tert-butoxycarbonylaminoethyl)thiomethyl]-1,3-thiazole), 2-(tert-butoxycarbonylamino)ethylthiol, CC(C)([O-])C.[Na+] (sodium t-butoxide). Solvent: C(C)(C)O (isopropyl alcohol), C(C)(C)(C)O (t-butanol). Conditions: temperature 80 celsius, time 1 hour. Yields the product C(C)(C)(C)OC(=O)NCCSC=1SC=C(N1)CSCCNC(=O)OC(C)(C)C (2-(2-tert-Butoxycarbonylaminoethylthio)-4-[(2-tert-butoxycarbonylaminoethyl)thiomethyl]-1,3-thiazole). As a reaction SMILES: Br[C:2]1[S:3][CH:4]=[C:5]([CH2:7][S:8][CH2:9][CH2:10][NH:11][C:12]([O:14][C:15]([CH3:18])([CH3:17])[CH3:16])=[O:13])[N:6]=1.[CH3:19][C:20]([CH3:23])([O-:22])[CH3:21].[Na+]>C(O)(C)C.C(O)(C)(C)C>[C:20]([O:22][C:12]([NH:11][CH2:10][CH2:9][S:8][C:2]1[S:3][CH:4]=[C:5]([CH2:7][S:8][CH2:9][CH2:10][NH:11][C:12]([O:14][C:15]([CH3:18])([CH3:17])[CH3:16])=[O:13])[N:6]=1)=[O:13])([CH3:23])([CH3:21])[CH3:19] |f:1.2|. Procedure: To a solution of 2-bromo-4-[(2-tert-butoxycarbonylaminoethyl)thiomethyl]-1,3-thiazole (421 mg, 1.2 mmol) and 2-(tert-butoxycarbonylamino)ethylthiol (234 mg, 1.3 mmol) in isopropyl alcohol (5 mL) was added 1.0 M sodium t-butoxide in t-butanol (1.2 mL) and stirred at 80° C. for 1 h. After cooling, the mixture was concentrated and partitioned between ethyl acetate and water. The ethyl acetate extract was concentrated. The residue was chromatographed on silica gel (1% methanol/dichloromethane), affo...